Dataset: the Open Reaction Database (ORD), a public repository of structured organic reaction records. Task: describe an organic reaction: reactants, conditions, products, and yield Starting materials: CC(=O)O, O=[N+]([O-])c1ccc(N2CCN(CC(O)(Cn3cncn3)c3ccc(Cl)cc3Cl)CC2)cc1. Product: Nc1ccc(N2CCN(CC(O)(Cn3cncn3)c3ccc(Cl)cc3Cl)CC2)cc1. Reaction SMILES: [CH3:33][C:34](=[O:35])[OH:36].[Cl:1][c:2]1[c:3]([C:9]([CH2:10][n:11]2[n:12][cH:13][n:14][cH:15]2)([CH2:16][N:17]2[CH2:18][CH2:19][N:20]([c:23]3[cH:24][cH:25][c:26]([N+:29]([O-:30])=[O:31])[cH:27][cH:28]3)[CH2:21][CH2:22]2)[OH:32])[cH:4][cH:5][c:6]([Cl:8])[cH:7]1>>[Cl:1][c:2]1[c:3]([C:9]([CH2:10][n:11]2[n:12][cH:13][n:14][cH:15]2)([CH2:16][N:17]2[CH2:18][CH2:19][N:20]([c:23]3[cH:24][cH:25][c:26]([NH2:29])[cH:27][cH:28]3)[CH2:21][CH2:22]2)[OH:32])[cH:4][cH:5][c:6]([Cl:8])[cH:7]1.